Dataset: the Open Reaction Database (ORD), a public repository of structured organic reaction records. Task: describe an organic reaction: reactants, conditions, products, and yield Reactants: OC1=CC2=C(C(CO2)=O)C=C1 (6-hydroxy-2H-benzofuran-3-one), COC=1C=C(C=O)C=CC1OCCCCC (3-methoxy-4-pentyloxybenzaldehyde), Cl (hydrochloric acid). The solvent is CO (methanol). Yields the product COC=1C=C(C=CC1OCCCCC)C=C1OC2=C(C1=O)C=CC(=C2)O (2-[(3-methoxy-4-pentyloxyphenyl)methylene]-6-hydroxy-3(2H)-benzofuranone). The yield is 53.0%. Reaction SMILES: [OH:1][C:2]1[CH:11]=[CH:10][C:5]2[C:6](=[O:9])[CH2:7][O:8][C:4]=2[CH:3]=1.[CH3:12][O:13][C:14]1[CH:15]=[C:16]([CH:19]=[CH:20][C:21]=1[O:22][CH2:23][CH2:24][CH2:25][CH2:26][CH3:27])[CH:17]=O.Cl>CO>[CH3:12][O:13][C:14]1[CH:15]=[C:16]([CH:17]=[C:7]2[C:6](=[O:9])[C:5]3[CH:10]=[CH:11][C:2]([OH:1])=[CH:3][C:4]=3[O:8]2)[CH:19]=[CH:20][C:21]=1[O:22][CH2:23][CH2:24][CH2:25][CH2:26][CH3:27]. Procedure details: After 6-hydroxy-2H-benzofuran-3-one 1 g and 3-methoxy-4-pentyloxybenzaldehyde 1.77 g were dissolved in methanol 60 ml, concentrated hydrochloric acid 50 ml was added, and the mixture was refluxed for 2.5 hours. After the solution was cooled to room temperature, the precipitated crystals were filtered and dried over phosphorous pentoxide at a temperature of 60° C. for four hours under reduced pressure to obtain the desired compound 1.25 g. Reactants: COC(=O)CBr, Br, O=C([O-])[O-], COc1ccc(CCN2CCOC(c3csc(C(F)(F)F)n3)C2)cc1, CC(C)=O, [K+], [K+]. Product: COC(=O)COc1ccc(CCN2CCOC(c3csc(C(F)(F)F)n3)C2)cc1. As a reaction SMILES: [Br:33][CH2:34][C:35](=[O:36])[O:37][CH3:38].[BrH:26].[C:27](=[O:28])([O-:29])[O-:30].[CH3:1][O:2][c:3]1[cH:4][cH:5][c:6]([CH2:9][CH2:10][N:11]2[CH2:12][CH:13]([c:17]3[n:18][c:19]([C:22]([F:23])([F:24])[F:25])[s:20][cH:21]3)[O:14][CH2:15][CH2:16]2)[cH:7][cH:8]1.[CH3:39][C:40](=[O:41])[CH3:42].[K+:31].[K+:32]>>[CH2:1]([O:2][c:3]1[cH:4][cH:5][c:6]([CH2:9][CH2:10][N:11]2[CH2:12][CH:13]([c:17]3[n:18][c:19]([C:22]([F:23])([F:24])[F:25])[s:20][cH:21]3)[O:14][CH2:15][CH2:16]2)[cH:7][cH:8]1)[C:35](=[O:36])[O:37][CH3:38]. Reactants: CO, [Na+], [OH-], O, COC(=O)C(Cc1ccccc1)Oc1ccc2cc(-c3ccc(-c4ccccc4)n3Cc3ccc(C(F)(F)F)cc3)ccc2c1. The product is O=C(O)C(Cc1ccccc1)Oc1ccc2cc(-c3ccc(-c4ccccc4)n3Cc3ccc(C(F)(F)F)cc3)ccc2c1. Reaction SMILES: [CH3:48][OH:49].[Na+:47].[OH-:46].[OH2:50].[c:1]1([CH2:7][CH:8]([C:9](=[O:10])[O:11][CH3:12])[O:13][c:14]2[cH:15][c:16]3[cH:17][cH:18][c:19](-[c:24]4[n:25]([CH2:35][c:36]5[cH:37][cH:38][c:39]([C:42]([F:43])([F:44])[F:45])[cH:40][cH:41]5)[c:26](-[c:29]5[cH:30][cH:31][cH:32][cH:33][cH:34]5)[cH:27][cH:28]4)[cH:20][c:21]3[cH:22][cH:23]2)[cH:2][cH:3][cH:4][cH:5][cH:6]1>>[c:1]1([CH2:7][CH:8]([C:9](=[O:10])[OH:11])[O:13][c:14]2[cH:15][c:16]3[cH:17][cH:18][c:19](-[c:24]4[n:25]([CH2:35][c:36]5[cH:37][cH:38][c:39]([C:42]([F:43])([F:44])[F:45])[cH:40][cH:41]5)[c:26](-[c:29]5[cH:30][cH:31][cH:32][cH:33][cH:34]5)[cH:27][cH:28]4)[cH:20][c:21]3[cH:22][cH:23]2)[cH:2][cH:3][cH:4][cH:5][cH:6]1. The reactants are Cl.Cl.Cl.Cl.[Zr] (zirconium tetrahydrochloride), bistrimethylsilyl-substituted dilithium, CCCCC (pentane). Run in C1(=CC=CC=C1)C (toluene). Run at time 24 hour. Yields the product [CH-]1C=CC=C1.[CH-]1C=CC=C1.[Zr+2] (zirconocene). As a reaction SMILES: Cl.Cl.Cl.Cl.[Zr:5].[CH3:6][CH2:7][CH2:8][CH2:9][CH3:10]>C1(C)C=CC=CC=1>[CH-:8]1[CH:9]=[CH:10][CH:6]=[CH:7]1.[CH-:8]1[CH:9]=[CH:10][CH:6]=[CH:7]1.[Zr+2:5] |f:0.1.2.3.4,7.8.9|. Procedure details: 1.58 g (6.79 mmol) of zirconium tetrahydrochloride are added in portions to a suspension, cooled to -78° C., of 2.60 g (6.79 mmol) of the bistrimethylsilyl-substituted dilithium salt in 100 ml of toluene. The mixture is allowed to warm to room temperature, giving, after stirring for 24 hours, an orange suspension. Insoluble constituents are separated off, and the solvent is evaporated to dryness, giving a red oil. Addition of 20 ml of pentane followed by work-up gives the two diastereomers of th... Reactants: ClC1=CC=C(C=C1)C1=C(N=CC(=N1)C(=O)O)O[C@H](C(F)(F)F)C ((S)-6-(4-chlorophenyl)-5-(1,1,1-trifluoropropan-2-yloxy)pyrazine-2-carboxylic acid), Cl.COC1=NOC(=C1)CN (3-methoxy-5-isoxazolemethanamine hydrochloride). Yields the product ClC1=CC=C(C=C1)C1=C(N=CC(=N1)C(=O)NCC1=CC(=NO1)OC)O[C@H](C(F)(F)F)C ((S)-6-(4-chlorophenyl)-N-((3-methoxyisoxazol-5-yl)methyl)-5-(1,1,1-trifluoropropan-2-yloxy)pyrazine-2-carboxamide). RXN SMILES: [Cl:1][C:2]1[CH:7]=[CH:6][C:5]([C:8]2[N:13]=[C:12]([C:14]([OH:16])=O)[CH:11]=[N:10][C:9]=2[O:17][C@@H:18]([CH3:23])[C:19]([F:22])([F:21])[F:20])=[CH:4][CH:3]=1.Cl.[CH3:25][O:26][C:27]1[CH:31]=[C:30]([CH2:32][NH2:33])[O:29][N:28]=1>>[Cl:1][C:2]1[CH:7]=[CH:6][C:5]([C:8]2[N:13]=[C:12]([C:14]([NH:33][CH2:32][C:30]3[O:29][N:28]=[C:27]([O:26][CH3:25])[CH:31]=3)=[O:16])[CH:11]=[N:10][C:9]=2[O:17][C@@H:18]([CH3:23])[C:19]([F:22])([F:21])[F:20])=[CH:4][CH:3]=1 |f:1.2|. Procedure: The title compound was synthesized in analogy to Example 1, using (S)-6-(4-chlorophenyl)-5-(1,1,1-trifluoropropan-2-yloxy)pyrazine-2-carboxylic acid (example AG) and 3-methoxy-5-isoxazolemethanamine hydrochloride as starting materials, 455.1 (M+H)+. Reactants: CO, CC(C)(C)OC(=O)NC1CCN(C(=O)O)C1, [H][H]. Yields the product CC(C)(C)OC(=O)NC1CCNC1. Reaction SMILES: [CH3:19][OH:20].[CH3:1][C:2]([CH3:3])([O:4][C:5](=[O:6])[NH:7][CH:8]1[CH2:9][N:10]([C:13]([OH:14])=[O:15])[CH2:11][CH2:12]1)[CH3:16].[H:17][H:18]>>[CH3:1][C:2]([CH3:3])([O:4][C:5](=[O:6])[NH:7][CH:8]1[CH2:9][NH:10][CH2:11][CH2:12]1)[CH3:16]. Procedure: Into a 8-mL round-bottom flask purged and maintained with an inert atmosphere of nitrogen, was placed 6-[bis(4-chlorophenyl)methyl]-4-bromoquinolin-2-ol (150 mg, 0.33 mmol, 1.00 equip), 1-(ethanesulfonyl)piperidin-4-amine (94.12 mg, 0.49 mmol, 1.50 equip), Pd2(dba)3 (30 mg, 0.03 mmol, 0.10 equip), dppf (63.4 mg, 0.11 mmol, 0.35 equip), Cs2CO3 (266 mg, 0.82 mmol, 2.50 equip), and 1,4-dioxane (3 mL). The resulting solution was stirred overnight at 100° C. The reaction was then quenched by the addi... Conditions: temperature 100 celsius, time 8 hour. Run in O1CCOCC1 (1,4-dioxane). RXN SMILES: [Cl:1][C:2]1[CH:7]=[CH:6][C:5]([CH:8]([C:21]2[CH:26]=[CH:25][C:24]([Cl:27])=[CH:23][CH:22]=2)[C:9]2[CH:10]=[C:11]3[C:16](=[CH:17][CH:18]=2)[N:15]=[C:14]([OH:19])[CH:13]=[C:12]3Br)=[CH:4][CH:3]=1.[CH2:28]([S:30]([N:33]1[CH2:38][CH2:37][CH:36]([NH2:39])[CH2:35][CH2:34]1)(=[O:32])=[O:31])[CH3:29].C([O-])([O-])=O.[Cs+].[Cs+]>C1C=CC(/C=C/C(/C=C/C2C=CC=CC=2)=O)=CC=1.C1C=CC(/C=C/C(/C=C/C2C=CC=CC=2)=O)=CC=1.C1C=CC(/C=C/C(/C=C/C2C=CC=CC=2)=O)=CC=1.[Pd].[Pd].C1C=CC(P(C2C=CC=CC=2)[C-]2C=CC=C2)=CC=1.C1C=CC(P(C2C=CC=CC=2)[C-]2C=CC=C2)=CC=1.[Fe+2].O1CCOCC1>[Cl:1][C:2]1[CH:7]=[CH:6][C:5]([CH:8]([C:21]2[CH:26]=[CH:25][C:24]([Cl:27])=[CH:23][CH:22]=2)[C:9]2[CH:10]=[C:11]3[C:16](=[CH:17][CH:18]=2)[N:15]=[C:14]([OH:19])[CH:13]=[C:12]3[NH:39][CH:36]2[CH2:37][CH2:38][N:33]([S:30]([CH2:28][CH3:29])(=[O:32])=[O:31])[CH2:34][CH2:35]2)=[CH:4][CH:3]=1 |f:2.3.4,5.6.7.8.9,10.11.12|. The reactants are ClC1=CC=C(C=C1)C(C=1C=C2C(=CC(=NC2=CC1)O)Br)C1=CC=C(C=C1)Cl (6-[bis(4-chlorophenyl)methyl]-4-bromoquinolin-2-ol), C(C)S(=O)(=O)N1CCC(CC1)N (1-(ethanesulfonyl)piperidin-4-amine), C(=O)([O-])[O-].[Cs+].[Cs+] (Cs2CO3). The product is ClC1=CC=C(C=C1)C(C=1C=C2C(=CC(=NC2=CC1)O)NC1CCN(CC1)S(=O)(=O)CC)C1=CC=C(C=C1)Cl (6-[bis(4-chlorophenyl)methyl]-4-[[1-(ethanesulfonyl)piperidin-4-yl]amino]quinolin-2-ol). Reagents/catalysts: C=1C=CC(=CC1)/C=C/C(=O)/C=C/C2=CC=CC=C2.C=1C=CC(=CC1)/C=C/C(=O)/C=C/C2=CC=CC=C2.C=1C=CC(=CC1)/C=C/C(=O)/C=C/C2=CC=CC=C2.[Pd].[Pd] (Pd2(dba)3), C1=CC=C(C=C1)P([C-]2C=CC=C2)C3=CC=CC=C3.C1=CC=C(C=C1)P([C-]2C=CC=C2)C3=CC=CC=C3.[Fe+2] (dppf). The reactants are CCC(CN1CCN(Cc2ccccc2)CC1)Oc1ccc(F)cc1, CC(Cl)OC(=O)Cl, CC(Cl)Cl. Product: CCC(CN1CCNCC1)Oc1ccc(F)cc1. Reaction SMILES: [CH2:1]([c:2]1[cH:3][cH:4][cH:5][cH:6][cH:7]1)[N:8]1[CH2:9][CH2:10][N:11]([CH2:14][CH:15]([CH2:16][CH3:17])[O:18][c:19]2[cH:20][cH:21][c:22]([F:25])[cH:23][cH:24]2)[CH2:12][CH2:13]1.[Cl:26][C:27]([O:28][CH:29]([Cl:30])[CH3:31])=[O:32].[Cl:33][CH:34]([Cl:35])[CH3:36]>>[NH:8]1[CH2:9][CH2:10][N:11]([CH2:14][CH:15]([CH2:16][CH3:17])[O:18][c:19]2[cH:20][cH:21][c:22]([F:25])[cH:23][cH:24]2)[CH2:12][CH2:13]1.